This data is from the Open Reaction Database (ORD), a public repository of structured organic reaction records. The task is: describe an organic reaction: reactants, conditions, products, and yield Yield: 73.0%. Reactants: ClC=1C=C(C=CC1Cl)C12CN(CC2C1C=O)C(=O)OC(C)(C)C (tert-butyl 1-(3,4-dichlorophenyl)-6-formyl-3-azabicyclo[3.1.0]hexane-3-carboxylate), C1(C=CC(N1)=O)=O (maleimide), ClC=1C=C(N)C=CC1Cl (3,4-dichloroaniline), Cl.NO (hydroxylamine hydrochloride), N1=CC=CC=C1 (pyridine). The product is ClC=1C=C(C=CC1Cl)C12CN(CC2C1C=NO)C(=O)OC(C)(C)C (tert-butyl 1-(3,4-dichlorophenyl)-6-((hydroxyimino)methyl)-3-azabicyclo[3.1.0]hexane-3-carboxylate). Reaction SMILES: [Cl:1][C:2]1[CH:3]=[C:4]([C:9]23[CH:14]([CH:15]=O)[CH:13]2[CH2:12][N:11]([C:17]([O:19][C:20]([CH3:23])([CH3:22])[CH3:21])=[O:18])[CH2:10]3)[CH:5]=[CH:6][C:7]=1[Cl:8].C1(=O)NC(=O)C=C1.ClC1C=C(C=CC=1Cl)N.Cl.[NH2:41][OH:42].N1C=CC=CC=1>C(O)C>[Cl:1][C:2]1[CH:3]=[C:4]([C:9]23[CH:14]([CH:15]=[N:41][OH:42])[CH:13]2[CH2:12][N:11]([C:17]([O:19][C:20]([CH3:23])([CH3:22])[CH3:21])=[O:18])[CH2:10]3)[CH:5]=[CH:6][C:7]=1[Cl:8] |f:3.4|. Solvent: C(C)O (ethanol). Procedure: To a solution of tert-butyl 1-(3,4-dichlorophenyl)-6-formyl-3-azabicyclo[3.1.0]hexane-3-carboxylate (200 mg, 0.56 mmol, prepared from maleimide and 3,4-dichloroaniline according to the methods described in WO 2009141412 and WO 2008074716), in ethanol (10 mL) under nitrogen atmosphere were added hydroxylamine hydrochloride (78 mg, 1.12 mmol) and pyridine (0.23 mL, 2.86 mmol). The reaction mixture was refluxed for 5 h. After completion of the reaction as confirmed by TLC, the solvent was evaporate... Reactants: CN(C)C(=S)Cl, COc1cccc(C=O)c1O, [K+], C1CCOC1, [OH-], O. The product is COc1cccc(C=O)c1OC(=S)N(C)C. Reaction SMILES: [CH3:1][N:2]([C:3](=[S:4])[Cl:5])[CH3:6].[CH3:7][O:8][c:9]1[c:10]([OH:17])[c:11]([CH:12]=[O:13])[cH:14][cH:15][cH:16]1.[K+:19].[O:20]1[CH2:21][CH2:22][CH2:23][CH2:24]1.[OH-:18].[OH2:25]>>[CH3:1][N:2]([C:3](=[S:4])[O:17][c:10]1[c:9]([O:8][CH3:7])[cH:16][cH:15][cH:14][c:11]1[CH:12]=[O:13])[CH3:6]. Starting materials: CC(C)O, CC(C)(C)OC(=O)N1CCCC1C=CC(=O)N1CCc2c(sc3ncnc(Nc4ccc(F)c(Cl)c4)c23)C1, Cl, C1COCCO1. The product is O=C(C=CC1CCCN1)N1CCc2c(sc3ncnc(Nc4ccc(F)c(Cl)c4)c23)C1. RXN SMILES: [CH3:40][CH:41]([OH:42])[CH3:43].[Cl:1][c:2]1[cH:3][c:4]([NH:9][c:10]2[c:11]3[c:12]([n:13][cH:14][n:15]2)[s:16][c:17]2[c:18]3[CH2:19][CH2:20][N:21]([C:23]([CH:24]=[CH:25][CH:26]3[N:27]([C:31]([O:32][C:33]([CH3:34])([CH3:35])[CH3:36])=[O:37])[CH2:28][CH2:29][CH2:30]3)=[O:38])[CH2:22]2)[cH:5][cH:6][c:7]1[F:8].[ClH:39].[O:44]1[CH2:45][CH2:46][O:47][CH2:48][CH2:49]1>>[Cl:1][c:2]1[cH:3][c:4]([NH:9][c:10]2[c:11]3[c:12]([n:13][cH:14][n:15]2)[s:16][c:17]2[c:18]3[CH2:19][CH2:20][N:21]([C:23]([CH:24]=[CH:25][CH:26]3[NH:27][CH2:28][CH2:29][CH2:30]3)=[O:38])[CH2:22]2)[cH:5][cH:6][c:7]1[F:8]. Starting materials: COC1=C(CN2C(C[C@H]2[C@H]2OC(OC2)(C)C)=O)C=CC(=C1)OC ((S)-1-(2,4-dimethoxybenzyl)-4-[(R)-2,2-dimethyl-1,3-dioxolan-4-yl]-2-azetidinone), S(=O)(=O)([O-])OOS(=O)(=O)[O-].[K+].[K+] (potassium persulphate), C(O)([O-])=O.[Na+] (sodium hydrogen carbonate). Solvent: O (water), C(C)#N (acetonitrile), O (water). Reaction conditions: time 1 hour. The product is CC1(OC[C@H](O1)[C@@H]1CC(N1)=O)C ((S)-4-[(R)-2,2-dimethyl-1,3-dioxolan-4-yl] -2-azetidinone). As a reaction SMILES: S(OOS([O-])(=O)=O)([O-])(=O)=O.[K+].[K+].COC1C=C(OC)C=CC=1C[N:18]1[C@H:21]([C@@H:22]2[CH2:26][O:25][C:24]([CH3:28])([CH3:27])[O:23]2)[CH2:20][C:19]1=[O:29].C(=O)([O-])O.[Na+]>O.C(#N)C>[CH3:27][C:24]1([CH3:28])[O:23][C@H:22]([C@H:21]2[NH:18][C:19](=[O:29])[CH2:20]2)[CH2:26][O:25]1 |f:0.1.2,4.5|. Reported procedure: A solution of 1.47 g (5.45 mmol) of potassium persulphate in 25 ml of water is added dropwise within 30 minutes to a suspension, heated to 80°, of 0.964 g (3 mmol) of (S)-1-(2,4-dimethoxybenzyl)-4-[(R)-2,2-dimethyl-1,3-dioxolan-4-yl]-2-azetidinone in a mixture of 10 ml of water and 10 ml of acetonitrile, whereby the pH of the reaction mixture is held at 5 by the addition of saturated sodium hydrogen carbonate solution. The reaction mixture is stirred for a further 1 hour at pH 5, then cooled and... Reactants: C(Cl)Cl (methylene chloride), ClC1=C(C=C(C=C1)I)CO ((2-chloro-5-iodophenyl)methanol), C=1C=C[NH+]=CC1.[O-][Cr](=O)(=O)Cl (PCC). The solvent is CCOCC (Et2O). Run at time 16 hour. Yields the product ClC1=C(C=O)C=C(C=C1)I (2-Chloro-5-iodobenzaldehyde). The yield is 66.5%. Reaction SMILES: C(Cl)Cl.[Cl:4][C:5]1[CH:10]=[CH:9][C:8]([I:11])=[CH:7][C:6]=1[CH2:12][OH:13].C1C=C[NH+]=CC=1.[O-][Cr](Cl)(=O)=O>CCOCC>[Cl:4][C:5]1[CH:10]=[CH:9][C:8]([I:11])=[CH:7][C:6]=1[CH:12]=[O:13] |f:2.3|. Procedure: A methylene chloride solution (99 mL) of (2-chloro-5-iodophenyl)methanol (9.01 g, 33.5 mmol) and PCC (8.67 g, 40.2 mmol) were combined and stirred at rt. After 16 h, Et2O was added and the solution stirred for 30 minutes. The solution was then filtered and the organic layer was washed with H2O (2×), NaHCO3 (3×), and brine. The organic layer was dried (Na2SO4), concentrated, and purified by Biotage chromatography (0%-20% EtOAc/hexanes) to afford 5.94 g of product (67%). 1H NMR (400 MHz, chlorofor...